Dataset: the Open Reaction Database (ORD), a public repository of structured organic reaction records. Task: describe an organic reaction: reactants, conditions, products, and yield The reactants are C(C1=CC=CC=C1)ON=C(C1=CC=C(C=C1)OC)C1=CC(=CC=C1)[N+](=O)[O-] (4-methoxyphenyl 3-nitrophenyl ketone O-benzyloxime), [Sn](Cl)Cl (tin (II) chloride). Run in C(C)O (ethanol). Product: C(C1=CC=CC=C1)ON=C(C1=CC(=CC=C1)N)C1=CC=C(C=C1)OC (3-Aminophenyl 4-methoxyphenyl ketone O-benzyloxime). Yield: 100.0%. RXN SMILES: [CH2:1]([O:8][N:9]=[C:10]([C:19]1[CH:24]=[CH:23][CH:22]=[C:21]([N+:25]([O-])=O)[CH:20]=1)[C:11]1[CH:16]=[CH:15][C:14]([O:17][CH3:18])=[CH:13][CH:12]=1)[C:2]1[CH:7]=[CH:6][CH:5]=[CH:4][CH:3]=1.[Sn](Cl)Cl>C(O)C>[CH2:1]([O:8][N:9]=[C:10]([C:11]1[CH:12]=[CH:13][C:14]([O:17][CH3:18])=[CH:15][CH:16]=1)[C:19]1[CH:24]=[CH:23][CH:22]=[C:21]([NH2:25])[CH:20]=1)[C:2]1[CH:3]=[CH:4][CH:5]=[CH:6][CH:7]=1. Procedure: A mixture of isomer A of 4-methoxyphenyl 3-nitrophenyl ketone O-benzyloxime (974 mg) [prepared as described in step (a) above] and tin (II) chloride (2.55 g) in ethanol (30 ml) was heated under reflux for 1 hour. After removal of the ethanol by evaporation, the residue was diluted with ethyl acetate. The ethyl acetate was washed with a 5N aqueous solution of sodium hydroxide, with water and then with a saturated aqueous solution of sodium chloride. It was then dried over anhydrous magnesium sulf... Starting materials: O=c1[nH]c2ccc(Cl)cc2o1, [Na+], C1COCCO1, [OH-]. The product is O=c1[nH]c2ccccc2o1. As a reaction SMILES: [Cl:3][c:4]1[cH:5][c:6]2[c:7]([nH:8][c:9](=[O:11])[o:10]2)[cH:12][cH:13]1.[Na+:2].[O:14]1[CH2:15][CH2:16][O:17][CH2:18][CH2:19]1.[OH-:1]>>[cH:4]1[cH:5][c:6]2[c:7]([nH:8][c:9](=[O:11])[o:10]2)[cH:12][cH:13]1. Reactants: C1CCOC1, CC(C)(C)OC(=O)N1CCc2c(n(CCN)c3ccccc23)CC1, O=C=Nc1ccccc1. Yields the product CC(C)(C)OC(=O)N1CCc2c(n(CCNC(=O)Nc3ccccc3)c3ccccc23)CC1. Reaction SMILES: [CH2:34]1[O:35][CH2:36][CH2:37][CH2:38]1.[NH2:1][CH2:2][CH2:3][n:4]1[c:5]2[c:6]([c:7]3[cH:8][cH:9][cH:10][cH:11][c:12]13)[CH2:13][CH2:14][N:15]([C:18](=[O:19])[O:20][C:21]([CH3:22])([CH3:23])[CH3:24])[CH2:16][CH2:17]2.[O:25]=[C:26]=[N:27][c:28]1[cH:29][cH:30][cH:31][cH:32][cH:33]1>>[NH:1]([CH2:2][CH2:3][n:4]1[c:5]2[c:6]([c:7]3[cH:8][cH:9][cH:10][cH:11][c:12]13)[CH2:13][CH2:14][N:15]([C:18](=[O:19])[O:20][C:21]([CH3:22])([CH3:23])[CH3:24])[CH2:16][CH2:17]2)[C:26](=[O:25])[NH:27][c:28]1[cH:29][cH:30][cH:31][cH:32][cH:33]1. Reactants: C(N)(=O)COC1=C(C=CC(=C1)OC)[N+](=O)[O-] (2-carbamoylmethoxy-4-methoxynitrobenzene). The reagents and catalysts are [Ni] (Raney nickel). Run in CO (methanol). Product: C(N)(=O)COC1=C(N)C=CC(=C1)OC (2-carbamoylmethoxy-4-methoxyaniline). As a reaction SMILES: [C:1]([CH2:4][O:5][C:6]1[CH:11]=[C:10]([O:12][CH3:13])[CH:9]=[CH:8][C:7]=1[N+:14]([O-])=O)(=[O:3])[NH2:2]>[Ni].CO>[C:1]([CH2:4][O:5][C:6]1[CH:11]=[C:10]([O:12][CH3:13])[CH:9]=[CH:8][C:7]=1[NH2:14])(=[O:3])[NH2:2]. Reported procedure: 930 mg of 2-carbamoylmethoxy-4-methoxynitrobenzene are hydrogenated in the presence of 300 mg of Raney nickel in 30 ml of methanol at room temperature under normal pressure for 12 h. The reaction mixture is filtered over Hyflo® and concentrated. Recrystallization of the crude product from methanol gives 2-carbamoylmethoxy-4-methoxyaniline of mp 139°-140° C.; Rf (O)=0.25. The reactants are CCOC(=O)N1CCC(Br)C(O)C1, [N-]=[N+]=[N-], [Na+], C1COCCOCCOCCOCCOCCO1, CN(C)C=O, O. Yields the product CCOC(=O)N1CCC(N=[N+]=[N-])C(O)C1. Reaction SMILES: [Br:1][CH:2]1[CH:3]([OH:13])[CH2:4][N:5]([C:8](=[O:9])[O:10][CH2:11][CH3:12])[CH2:6][CH2:7]1.[N-:33]=[N+:34]=[N-:35].[Na+:32].[O:14]1[CH2:15][CH2:16][O:17][CH2:18][CH2:19][O:20][CH2:21][CH2:22][O:23][CH2:24][CH2:25][O:26][CH2:27][CH2:28][O:29][CH2:30][CH2:31]1.[O:37]=[CH:38][N:39]([CH3:40])[CH3:41].[OH2:36]>>[CH:2]1([N:33]=[N+:34]=[N-:35])[CH:3]([OH:13])[CH2:4][N:5]([C:8](=[O:9])[O:10][CH2:11][CH3:12])[CH2:6][CH2:7]1. Reactants: CCOC(=O)c1cnc2c(OC)cccc2c1Cl, Cc1ccccc1N, C1CCOC1. Product: Cl, CCOC(=O)c1cnc2c(OC)cccc2c1Nc1ccccc1C. Reaction SMILES: [Cl:1][c:2]1[c:3]([C:14](=[O:15])[O:16][CH2:17][CH3:18])[cH:4][n:5][c:6]2[c:7]([O:12][CH3:13])[cH:8][cH:9][cH:10][c:11]12.[NH2:19][c:20]1[c:21]([CH3:26])[cH:22][cH:23][cH:24][cH:25]1.[O:27]1[CH2:28][CH2:29][CH2:30][CH2:31]1>>[ClH:1].[c:2]1([NH:19][c:20]2[c:21]([CH3:26])[cH:22][cH:23][cH:24][cH:25]2)[c:3]([C:14](=[O:15])[O:16][CH2:17][CH3:18])[cH:4][n:5][c:6]2[c:7]([O:12][CH3:13])[cH:8][cH:9][cH:10][c:11]12. Yields the product FC1=CC=C(C=C1)C1=CC(=NN1C1=CC=CC=C1)CCCN1CCN(CC1)C1=C(C(=CC=C1)C)C (1-(3-(5-(4-fluorophenyl)-1-phenyl-1H-pyrazol-3-yl)propyl)-4-(2,3-dimethylphenyl)piperazine). Reported procedure: 42 mg (50%) of target compound was obtained by using a method same as in Example 1 by using 3-(5-(4-fluorophenyl)-1-phenyl-1H-pyrazol-3-yl)-propanal (50 mg, 0.170 mmol), 1-(2,3-dimethylphenyl)piperazine (32 mg, 0.170 mmol), DIPEA (0.030 mL, 0.170 mmol) and NaBH(OAc)3 (108 mg, 0.510 mmol). The reactants are FC1=CC=C(C=C1)C1=CC(=NN1C1=CC=CC=C1)CCC=O (3-(5-(4-fluorophenyl)-1-phenyl-1H-pyrazol-3-yl)-propanal), [BH-](OC(=O)C)(OC(=O)C)OC(=O)C.[Na+] (NaBH(OAc)3), CC1=C(C=CC=C1C)N1CCNCC1 (1-(2,3-dimethylphenyl)piperazine), CCN(C(C)C)C(C)C (DIPEA). RXN SMILES: [F:1][C:2]1[CH:7]=[CH:6][C:5]([C:8]2[N:12]([C:13]3[CH:18]=[CH:17][CH:16]=[CH:15][CH:14]=3)[N:11]=[C:10]([CH2:19][CH2:20][CH:21]=O)[CH:9]=2)=[CH:4][CH:3]=1.[CH3:23][C:24]1[C:29]([CH3:30])=[CH:28][CH:27]=[CH:26][C:25]=1[N:31]1[CH2:36][CH2:35][NH:34][CH2:33][CH2:32]1.CCN(C(C)C)C(C)C.[BH-](OC(C)=O)(OC(C)=O)OC(C)=O.[Na+]>>[F:1][C:2]1[CH:7]=[CH:6][C:5]([C:8]2[N:12]([C:13]3[CH:18]=[CH:17][CH:16]=[CH:15][CH:14]=3)[N:11]=[C:10]([CH2:19][CH2:20][CH2:21][N:34]3[CH2:35][CH2:36][N:31]([C:25]4[CH:26]=[CH:27][CH:28]=[C:29]([CH3:30])[C:24]=4[CH3:23])[CH2:32][CH2:33]3)[CH:9]=2)=[CH:4][CH:3]=1 |f:3.4|. Starting materials: CCOCC, CCOC(=O)C1CSC(CS)C1, C=[N+]=[N-]. Yields the product CCOC(=O)C1CSC(CSC)C1. Reaction SMILES: [CH2:16]([O:17][CH2:18][CH3:19])[CH3:20].[CH2:4]([CH3:5])[O:6][C:7](=[O:8])[CH:9]1[CH2:10][CH:11]([CH2:14][SH:15])[S:12][CH2:13]1.[N+:1](=[N-:2])=[CH2:3]>>[CH3:3][S:15][CH2:14][CH:11]1[CH2:10][CH:9]([C:7]([O:6][CH2:4][CH3:5])=[O:8])[CH2:13][S:12]1. Starting materials: F[C@H]1CC=2[C@@H]3C[C@H]([C@H](C(COC(CCCCC)=O)=O)[C@]3(C[C@@H](C2[C@]2(C=CC(C=C12)=O)C)O)C)C (6α-fluoro-11β-hydroxy-21-hexanoyloxy-16α-methyl-1,4,8-pregnatriene-3,20-dione), ice water. Reagents/catalysts: [O-2].[Cr+6].[O-2].[O-2] (chromium (VI) oxide). The solvent is CC(=O)C (acetone). Product: F[C@H]1CC=2[C@@H]3C[C@H]([C@H](C(COC(CCCCC)=O)=O)[C@]3(CC(C2[C@]2(C=CC(C=C12)=O)C)=O)C)C (6α-fluoro-21-hexanoyloxy-16α-methyl-1,4,8-pregnatriene-3,11,20-trione). As a reaction SMILES: [F:1][C@@H:2]1[C:29]2[C@:24]([CH3:31])([CH:25]=[CH:26][C:27](=[O:30])[CH:28]=2)[C:23]2[C@@H:22]([OH:32])[CH2:21][C@@:20]3([CH3:33])[C@@H:5]([CH2:6][C@@H:7]([CH3:34])[C@@H:8]3[C:9](=[O:19])[CH2:10][O:11][C:12](=[O:18])[CH2:13][CH2:14][CH2:15][CH2:16][CH3:17])[C:4]=2[CH2:3]1>[O-2].[Cr+6].[O-2].[O-2].CC(C)=O>[F:1][C@@H:2]1[C:29]2[C@:24]([CH3:31])([CH:25]=[CH:26][C:27](=[O:30])[CH:28]=2)[C:23]2[C:22](=[O:32])[CH2:21][C@@:20]3([CH3:33])[C@@H:5]([CH2:6][C@@H:7]([CH3:34])[C@@H:8]3[C:9](=[O:19])[CH2:10][O:11][C:12](=[O:18])[CH2:13][CH2:14][CH2:15][CH2:16][CH3:17])[C:4]=2[CH2:3]1 |f:1.2.3.4|. Procedure details: 300 mg. of 6α-fluoro-11β-hydroxy-21-hexanoyloxy-16α-methyl-1,4,8-pregnatriene-3,20-dione is dissolved in 7.5 ml. of acetone, combined with 0.36 ml. of a chromium (VI) oxide solution, and stirred for 1 hour at room temperature. The reaction solution is stirred into ice water; the thus-formed precipitate is vacuum-filtered and dissolved in methylene chloride. The methylene chloride solution is washed neutral, dried, and evaporated under vacuum. The crude product is purified by chromatography, and ...